This data is from the Open Reaction Database (ORD), a public repository of structured organic reaction records. The task is: describe an organic reaction: reactants, conditions, products, and yield Starting materials: CC1=C(C=C(C=C1)NC(=O)C=1SC=CC1)C1=CC=C(C=C1)C(=O)O (2′-Methyl-5′-[(thiophene-2-carbonyl)-amino]-biphenyl-4-carboxylic acid), O=S1(CCN(CC1)CC1=CC=C(C=C1)N)=O (4-(1,1-dioxo-1lambda*6*-thiomorpholin-4-ylmethyl)-phenylamine), CCN=C=NCCCN(C)C (EDAC), C=1C=CC2=C(C1)N=NN2O (HOBT), CN1CCOCC1 (N-methylmorpholine). The solvent is CN(C)C=O (DMF), O (water). Yields the product O=S1(CCN(CC1)CC1=CC=C(C=C1)NC(=O)C1=CC=C(C=C1)C1=CC(=CC=C1C)NC(=O)C=1SC=CC1)=O (Thiophene-2-carboxylic acid {4′-[4-(1,1-dioxo-1lambda*6*-thiomorpholin-4-ylmethyl)-phenylcarbamoyl]-6-methyl-biphenyl-3-yl}-amide). RXN SMILES: [CH3:1][C:2]1[CH:7]=[CH:6][C:5]([NH:8][C:9]([C:11]2[S:12][CH:13]=[CH:14][CH:15]=2)=[O:10])=[CH:4][C:3]=1[C:16]1[CH:21]=[CH:20][C:19]([C:22](O)=[O:23])=[CH:18][CH:17]=1.[O:25]=[S:26]1(=[O:40])[CH2:31][CH2:30][N:29]([CH2:32][C:33]2[CH:38]=[CH:37][C:36]([NH2:39])=[CH:35][CH:34]=2)[CH2:28][CH2:27]1.CCN=C=NCCCN(C)C.C1C=CC2N(O)N=NC=2C=1.CN1CCOCC1>CN(C=O)C.O>[O:40]=[S:26]1(=[O:25])[CH2:27][CH2:28][N:29]([CH2:32][C:33]2[CH:38]=[CH:37][C:36]([NH:39][C:22]([C:19]3[CH:18]=[CH:17][C:16]([C:3]4[C:2]([CH3:1])=[CH:7][CH:6]=[C:5]([NH:8][C:9]([C:11]5[S:12][CH:13]=[CH:14][CH:15]=5)=[O:10])[CH:4]=4)=[CH:21][CH:20]=3)=[O:23])=[CH:35][CH:34]=2)[CH2:30][CH2:31]1. Procedure details: 2′-Methyl-5′-[(thiophene-2-carbonyl)-amino]-biphenyl-4-carboxylic acid (45 mg), 4-(1,1-dioxo-1lambda*6*-thiomorpholin-4-ylmethyl)-phenylamine (32 mg), EDAC (25 mg), HOBT (18 mg) and N-methylmorpholine (27 mg) in dry DMF (0.5 ml) was stirred at 20 C for 18 h. The mixture was then diluted with water (6 ml) and the resulting colourless solid collected by filtration and dried (62 mg). Reactants: [N+](=O)([O-])C1=C(C=C(C=C1)C)S(=O)(=O)O (p-nitrotoluene-m-sulfonic acid), [OH-].[Na+] (sodium hydroxide), Cl[O-].[Na+] (sodium hypochlorite). Run in C(COCCO)O (diethylene glycol). Yields the product [N+](=O)([O-])C1=C(C=C(C=C1)C=CC1=CC(=C(C=C1)[N+](=O)[O-])S(=O)(=O)O)S(=O)(=O)O (4,4'-dinitrostilbene-3,3'-disulfonic acid), [Na][Na] (disodium). Reaction SMILES: [N+:1]([C:4]1[CH:9]=[CH:8][C:7]([CH3:10])=[CH:6][C:5]=1[S:11]([OH:14])(=[O:13])=[O:12])([O-:3])=[O:2].Cl[O-].[Na+:17].[OH-:18].[Na+:19]>C(O)COCCO>[N+:1]([C:4]1[CH:9]=[CH:8][C:7]([CH:10]=[CH:10][C:7]2[CH:8]=[CH:9][C:4]([N+:1]([O-:3])=[O:2])=[C:5]([S:11]([OH:14])(=[O:12])=[O:13])[CH:6]=2)=[CH:6][C:5]=1[S:11]([OH:14])(=[O:12])=[O:13])([O-:2])=[O:18].[Na:17][Na:19] |f:1.2,3.4|. Reported procedure: Combine p-nitrotoluene-m-sulfonic acid (5 g, 27 mmol) and diethylene glycol (30 mL) and warm to 40°-45° C. Add slowly to this with stirring, a mixture of sodium hypochlorite (5% available chlorine, 50 mL) and a solution of sodium hydroxide (6 g in 8 mL water). After addition, maintain the temperature at 50°-55° C. and stir for 35 minutes. Cool the reaction and filter to yield 4,4'-dinitrostilbene-3,3'-disulfonic acid, disodium salt. Convert this to the diacid by treatment with 1M hydrochloric ac... The reactants are CN(C)C=O, CN1CCCC1=O, O=C(Cl)C(=O)Cl, O=C(O)c1cccc(OC(F)(F)C(F)F)c1, COc1ccc(N)cc1Oc1ccc2nc(NC(=O)C3CC3)cn2n1, C1CCOC1. Product: COc1ccc(NC(=O)c2cccc(OC(F)(F)C(F)F)c2)cc1Oc1ccc2nc(NC(=O)C3CC3)cn2n1. As a reaction SMILES: [CH3:23][N:24]([CH3:25])[CH:26]=[O:27].[CH3:53][N:54]1[CH2:55][CH2:56][CH2:57][C:58]1=[O:59].[Cl:17][C:18]([C:19]([Cl:20])=[O:21])=[O:22].[F:1][C:2]([CH:3]([F:4])[F:5])([O:6][c:7]1[cH:8][c:9]([C:10](=[O:11])[OH:12])[cH:13][cH:14][cH:15]1)[F:16].[NH2:28][c:29]1[cH:30][cH:31][c:32]([O:51][CH3:52])[c:33]([O:34][c:35]2[cH:36][cH:37][c:38]3[n:39]([n:40]2)[cH:41][c:42]([NH:44][C:45](=[O:46])[CH:47]2[CH2:48][CH2:49]2)[n:43]3)[cH:50]1.[O:60]1[CH2:61][CH2:62][CH2:63][CH2:64]1>>[F:1][C:2]([CH:3]([F:4])[F:5])([O:6][c:7]1[cH:8][c:9]([C:10](=[O:12])[NH:28][c:29]2[cH:30][cH:31][c:32]([O:51][CH3:52])[c:33]([O:34][c:35]3[cH:36][cH:37][c:38]4[n:39]([n:40]3)[cH:41][c:42]([NH:44][C:45](=[O:46])[CH:47]3[CH2:48][CH2:49]3)[n:43]4)[cH:50]2)[cH:13][cH:14][cH:15]1)[F:16]. Starting materials: Cl (HCl), C(C1=CC=CC=C1)NC(C(=O)NC1CCCCC1)C1=C(NC2=CC(=CC=C12)Cl)C(=O)OCC (ethyl 3-(1-(benzylamino)-2-(cyclohexylamino)-2-oxoethyl)-6-chloro-1H-indole-2-carboxylate), CCO (EtOH), [OH-].[K+] (KOH). Run in O (water). Yields the product C(C1=CC=CC=C1)NC(C(=O)NC1CCCCC1)C1=C(NC2=CC(=CC=C12)Cl)C(=O)O (3-(1-(benzylamino)-2-(cyclohexylamino)-2-oxoethyl)-6-chloro-1H-indole-2-carboxylic acid). The yield is 79.8%. As a reaction SMILES: [CH2:1]([NH:8][CH:9]([C:19]1[C:27]2[C:22](=[CH:23][C:24]([Cl:28])=[CH:25][CH:26]=2)[NH:21][C:20]=1[C:29]([O:31]CC)=[O:30])[C:10]([NH:12][CH:13]1[CH2:18][CH2:17][CH2:16][CH2:15][CH2:14]1)=[O:11])[C:2]1[CH:7]=[CH:6][CH:5]=[CH:4][CH:3]=1.CCO.[OH-].[K+].Cl>O>[CH2:1]([NH:8][CH:9]([C:19]1[C:27]2[C:22](=[CH:23][C:24]([Cl:28])=[CH:25][CH:26]=2)[NH:21][C:20]=1[C:29]([OH:31])=[O:30])[C:10]([NH:12][CH:13]1[CH2:18][CH2:17][CH2:16][CH2:15][CH2:14]1)=[O:11])[C:2]1[CH:3]=[CH:4][CH:5]=[CH:6][CH:7]=1 |f:2.3|. Procedure details: The mixture of 10 (28 mg), EtOH (0.5 mL), water (0.5 mL), KOH (10 mg) was reflux for 5 h. After cooling, the reaction mixture was acidified with 1M HCl (pH˜6). Then the mixture was extracted with DCM (10 mL×3). The combined organic layer was dried over sodium sulfate. After evaporation of the solvent, 21 mg of yellow solids (74%) was obtained. HPLC/MS: tR=12.10 min; m/z=440.4 [M+H]+ HRMS: C24H27N3O3Cl, 440.1741 (calcd.), 440.1721 (found). 1H NMR (600 MHz, DMSO, a mixture of rotamers): 0.85-1.63 ... Reactants: C(C1=CN=CC=C1)(=O)N1C(CCCC1)C(=O)O (N-nicotinoyl piperidine-2-carboxylic acid), powder, C1(=CC=C(C=C1)S(=O)(=O)Cl)C (paratoluenesulphonyl chloride), Cl/C(/C#N)=C\C (2-chlorocrotononitrile). Solvent: C(C)N(CC)CC (triethylamine). Product: CC=1C(=C2CCCCN2C1C=1C=NC=CC1)C#N (2-methyl-3-(3-pyridyl)-5,6,7,8-tetrahydroindolizine-1-carbonitrile). As a reaction SMILES: [C:1]([N:9]1[CH2:14][CH2:13][CH2:12][CH2:11][CH:10]1[C:15](O)=O)(=O)[C:2]1[CH:7]=[CH:6][CH:5]=[N:4][CH:3]=1.[C:18]1([CH3:28])C=CC(S(Cl)(=O)=O)=CC=1.Cl/C(=C\C)/[C:31]#[N:32]>C(N(CC)CC)C>[CH3:18][C:28]1[C:15]([C:31]#[N:32])=[C:10]2[N:9]([C:1]=1[C:2]1[CH:3]=[N:4][CH:5]=[CH:6][CH:7]=1)[CH2:14][CH2:13][CH2:12][CH2:11]2. Reported procedure: 2-Methyl-3-(3-pyridyl)-5,6,7,8-tetrahydroindolizine-1-carbonitrile is prepared as described in Example 1, from 11.7 g of N-nicotinoyl piperidine-2-carboxylic acid (prepared according to European Patent Application EP 118321), 10 g of paratoluenesulphonyl chloride, from 24.6 cm3 of triethylamine and from 4.8 cm3 of 2-chlorocrotononitrile. 4.3 g of 2-methyl-3-(3-pyridyl)-5,6,7,8-tetrahydroindolizine-1-carbonitrile are thus obtained in the form of a white powder melting at 125° C. 1.7 g of a 70/30 ... Starting materials: CC1(OC(C(O1)=CC(=O)Cl)=O)C ((2,2-dimethyl-5-oxo-[1,3]dioxolan-4-ylidene)-acetyl chloride), C(C)ONCC1=CC=C(C=C1)F (O-ethyl-N-4-fluorobenzyl-hydroxylamine), compound 1-A. Product: CC1(OC(C(O1)=CC(=O)N(CC1=CC=C(C=C1)F)OCC)=O)C (2-(2,2-Dimethyl-5-oxo-[1,3]dioxolan-4-ylidene)-N-ethoxy-N-(4-fluoro-benzyl)-acetamide). Isolated yield 92.0%. Reaction SMILES: [CH3:1][C:2]1([CH3:12])[O:6][C:5](=[CH:7][C:8](Cl)=[O:9])[C:4](=[O:11])[O:3]1.[CH2:13]([O:15][NH:16][CH2:17][C:18]1[CH:23]=[CH:22][C:21]([F:24])=[CH:20][CH:19]=1)[CH3:14]>>[CH3:1][C:2]1([CH3:12])[O:6][C:5](=[CH:7][C:8]([N:16]([O:15][CH2:13][CH3:14])[CH2:17][C:18]2[CH:19]=[CH:20][C:21]([F:24])=[CH:22][CH:23]=2)=[O:9])[C:4](=[O:11])[O:3]1. Procedure: Reaction of (2,2-dimethyl-5-oxo-[1,3]dioxolan-4-ylidene)-acetyl chloride with O-ethyl-N-4-fluorobenzyl-hydroxylamine as described in the preparation of compound 1-A gave the title amide as white crystals (92% yield): mp 95-96° C. (ethyl acetate-hexane). 1HNMR 400 MHz (CDCl3) δ (ppm): 1.27 (3H, t, J=7.07 Hz, CH3), 1.77 (6H, s, CH3), 3.90 (2H, q, J=7.07 Hz, OCH2), 4.81 (2H, s, NCH2), 6.41 (1H, s, CH), 7.03 (2H, m, aromatics), 7.37 (2H, m, aromatics). Anal. calcd for C16H18FNO5: C, 59.43; H, 5.61; ... The reactants are CC(C)(C)c1ccc(CBr)cc1, O=C(c1ccccc1)c1cnc2c(C(F)(F)F)cccc2c1-c1cccc(O)c1. The product is CC(C)(C)c1ccc(COc2cccc(-c3c(C(=O)c4ccccc4)cnc4c(C(F)(F)F)cccc34)c2)cc1. RXN SMILES: [Br:30][CH2:31][c:32]1[cH:33][cH:34][c:35]([C:38]([CH3:39])([CH3:40])[CH3:41])[cH:36][cH:37]1.[OH:1][c:2]1[cH:3][c:4](-[c:8]2[c:9]([C:22](=[O:23])[c:24]3[cH:25][cH:26][cH:27][cH:28][cH:29]3)[cH:10][n:11][c:12]3[c:13]([C:18]([F:19])([F:20])[F:21])[cH:14][cH:15][cH:16][c:17]23)[cH:5][cH:6][cH:7]1>>[O:1]([c:2]1[cH:3][c:4](-[c:8]2[c:9]([C:22](=[O:23])[c:24]3[cH:25][cH:26][cH:27][cH:28][cH:29]3)[cH:10][n:11][c:12]3[c:13]([C:18]([F:19])([F:20])[F:21])[cH:14][cH:15][cH:16][c:17]23)[cH:5][cH:6][cH:7]1)[CH2:31][c:32]1[cH:33][cH:34][c:35]([C:38]([CH3:39])([CH3:40])[CH3:41])[cH:36][cH:37]1. Starting materials: NC1=C2C(C(=CN(C2=C(C(=C1F)F)F)C1CC1)C(=O)O)=O (5-amino-1-cyclopropyl-6,7,8-trifluoro-1,4-dihydro-4-oxoquinoline-3-carboxylic acid), Br.Br.C1=2CNCC2CNC1 (3,7-diazabicyclo[3.3.0]oct-1(5)-ene dihydrobromide), 1,8-diazabicyclo[5.4.0]undex-7-ene. Run in C(C)#N (acetonitrile). Conditions: time 8 hour. Product: NC1=C2C(C(=CN(C2=C(C(=C1F)N1CC=2CNCC2C1)F)C1CC1)C(=O)O)=O (5-amino-1-cyclopropyl-7-[3,7-diazabicyclo[3.3.0]oct-1(5)-en-3-yl]-6,8-difluoro-1,4-dihydro-4-oxoquinoline-3-carboxylic acid). Yield: 57.6%. As a reaction SMILES: [NH2:1][C:2]1[C:11]([F:12])=[C:10](F)[C:9]([F:14])=[C:8]2[C:3]=1[C:4](=[O:21])[C:5]([C:18]([OH:20])=[O:19])=[CH:6][N:7]2[CH:15]1[CH2:17][CH2:16]1.Br.Br.[C:24]12[CH2:31][NH:30][CH2:29][C:28]=1[CH2:27][NH:26][CH2:25]2>C(#N)C>[NH2:1][C:2]1[C:11]([F:12])=[C:10]([N:26]2[CH2:27][C:28]3[CH2:29][NH:30][CH2:31][C:24]=3[CH2:25]2)[C:9]([F:14])=[C:8]2[C:3]=1[C:4](=[O:21])[C:5]([C:18]([OH:20])=[O:19])=[CH:6][N:7]2[CH:15]1[CH2:16][CH2:17]1 |f:1.2.3|. Procedure: The solution of 0.4 g of 5-amino-1-cyclopropyl-6,7,8-trifluoro-1,4-dihydro-4-oxoquinoline-3-carboxylic acid, 0.8 g of 3,7-diazabicyclo[3.3.0]oct-1(5)-ene dihydrobromide, and 0.6 ml of 1,8-diazabicyclo[5.4.0]undex-7-ene (DBU) in 40 ml of acetonitrile was refluxed at the reaction temperature of 100° C. for 7 hours. This reaction mixture was kept overnight at the room temperature, and the produced precipitate was filtered and then the residue was washed with ethanol to obtain 0.3 g of the title com... Reactants: NC1=C(OC2=NC(=C(C=C21)C2=CC=C(C=C2)Cl)C2=C(C=C(C=C2)Cl)Cl)C(C(C)(C)C)=O (1-[3-Amino-5-(4-chlorophenyl)-6-(2,4-dichlorophenyl)furo[2,3-b]pyridin-2-yl]-2,2-dimethylpropan-1-one), C(C)Br (ethyl bromide). Product: ClC1=CC=C(C=C1)C=1C=C2C(=NC1C1=C(C=C(C=C1)Cl)Cl)OC(=C2NCC)C(C(C)(C)C)=O (1-[5-(4-Chlorophenyl)-6-(2,4-dichlorophenyl)-3-(ethylamino)furo[2,3-b]pyridin-2-yl]-2,2-dimethylpropan-1-one). Reaction SMILES: [NH2:1][C:2]1[C:10]2[C:5](=[N:6][C:7]([C:18]3[CH:23]=[CH:22][C:21]([Cl:24])=[CH:20][C:19]=3[Cl:25])=[C:8]([C:11]3[CH:16]=[CH:15][C:14]([Cl:17])=[CH:13][CH:12]=3)[CH:9]=2)[O:4][C:3]=1[C:26](=[O:31])[C:27]([CH3:30])([CH3:29])[CH3:28].[CH2:32](Br)[CH3:33]>>[Cl:17][C:14]1[CH:15]=[CH:16][C:11]([C:8]2[CH:9]=[C:10]3[C:2]([NH:1][CH2:32][CH3:33])=[C:3]([C:26](=[O:31])[C:27]([CH3:28])([CH3:30])[CH3:29])[O:4][C:5]3=[N:6][C:7]=2[C:18]2[CH:23]=[CH:22][C:21]([Cl:24])=[CH:20][C:19]=2[Cl:25])=[CH:12][CH:13]=1. Reported procedure: Using the procedure described in Example 39, the product of Example 17 was reacted with one equivalent of ethyl bromide to afford the title compound. HPLC/MS: 500.9 (M+1), 502.9 (M+3); Rt=4.08 min. Starting materials: COC(=O)c1cccnc1C(=O)c1ccccc1, O=C([O-])O, [Na+], O=[N+]([O-])O, O=S(=O)(O)O. The product is COC(=O)c1cccnc1C(=O)c1cccc([N+](=O)[O-])c1. As a reaction SMILES: [C:1]([c:2]1[cH:3][cH:4][cH:5][cH:6][cH:7]1)(=[O:8])[c:9]1[n:10][cH:11][cH:12][cH:13][c:14]1[C:15](=[O:16])[O:17][CH3:18].[C:23](=[O:24])([OH:25])[O-:26].[Na+:27].[OH:19][N+:20]([O-:21])=[O:22].[S:28](=[O:29])(=[O:30])([OH:31])[OH:32]>>[C:1]([c:2]1[cH:3][cH:4][cH:5][c:6]([N+:20](=[O:19])[O-:21])[cH:7]1)(=[O:8])[c:9]1[n:10][cH:11][cH:12][cH:13][c:14]1[C:15](=[O:16])[O:17][CH3:18].